This data is from the Open Reaction Database (ORD), a public repository of structured organic reaction records. The task is: describe an organic reaction: reactants, conditions, products, and yield Starting materials: COC1=CC=C(CS[C@H]2C[C@H](N(C2)C(=O)OCC2=CC=C(C=C2)[N+](=O)[O-])C(=O)O)C=C1 ((2S,4S)-4-(4-methoxybenzylthio)-1-(4-nitrobenzyloxycarbonyl)-2-pyrrolidinecarboxylic acid), FC(C(=O)O)(F)F.CN([C@@H]1CNCC1)C ((3S)-3-dimethylaminopyrrolidine trifluoroacetate), C(C)(C)N(CC)C(C)C (diisopropylethylamine), C(C(C)(C)C)(=O)Cl (pivaloyl chloride). The solvent is C(C)N(CC)CC (triethylamine), O1CCCC1 (tetrahydrofuran), C(C)#N (acetonitrile). Conditions: temperature -20 celsius, time 5 minute. Yields the product CN([C@@H]1CN(CC1)C(=O)[C@H]1N(C[C@H](C1)SCC1=CC=C(C=C1)OC)C(=O)OCC1=CC=C(C=C1)[N+](=O)[O-])C ((2S,4S)-2-[(3S)-3-Dimethylamino-1-pyrrolidinylcarbonyl]-4-(4-methoxybenzylthio)-1-(4-nitrobenzyloxycarbonyl)pyrrolidine). Isolated yield 78.7%. RXN SMILES: [CH3:1][O:2][C:3]1[CH:31]=[CH:30][C:6]([CH2:7][S:8][C@@H:9]2[CH2:13][N:12]([C:14]([O:16][CH2:17][C:18]3[CH:23]=[CH:22][C:21]([N+:24]([O-:26])=[O:25])=[CH:20][CH:19]=3)=[O:15])[C@H:11]([C:27]([OH:29])=O)[CH2:10]2)=[CH:5][CH:4]=1.C(Cl)(=O)C(C)(C)C.FC(F)(F)C(O)=O.[CH3:46][N:47]([CH3:53])[C@H:48]1[CH2:52][CH2:51][NH:50][CH2:49]1.C(N(C(C)C)CC)(C)C>O1CCCC1.C(#N)C.C(N(CC)CC)C>[CH3:46][N:47]([CH3:53])[C@H:48]1[CH2:52][CH2:51][N:50]([C:27]([C@@H:11]2[CH2:10][C@H:9]([S:8][CH2:7][C:6]3[CH:5]=[CH:4][C:3]([O:2][CH3:1])=[CH:31][CH:30]=3)[CH2:13][N:12]2[C:14]([O:16][CH2:17][C:18]2[CH:23]=[CH:22][C:21]([N+:24]([O-:26])=[O:25])=[CH:20][CH:19]=2)=[O:15])=[O:29])[CH2:49]1 |f:2.3|. Reported procedure: 924 mg of (2S,4S)-4-(4-methoxybenzylthio)-1-(4-nitrobenzyloxycarbonyl)-2-pyrrolidinecarboxylic acid were dissolved in 10 ml of dry tetrahydrofuran, and the resulting solution was cooled to -20° C. 209 mg of triethylamine, followed by 250 mg of pivaloyl chloride, were then added to the solution, after which the mixture was stirred at the same temperature for 5 minutes. At the end of this time, a mixture of 651 mg of (3S)-3-dimethylaminopyrrolidine trifluoroacetate, 560 mg of diisopropylethylamine... Reactants: [O-2].[Ca+2] (calcium oxide), [O-2].[Ca+2] (calcium oxide), H3BO3.2Mn3O4, O[Mn]=O.O[Mn]=O.[Mn] (manganomanganic oxide), [O-2].[Ca+2] (calcium oxide), Mn3O4, B(O)(O)O (boric acid), B(O)(O)O (boric acid). The solvent is O (water). Run at temperature 600 celsius. Yields the product [O-2].[Ca+2].B(O)(O)O (calcium oxide boric acid), [O-2].[Ca+2] (calcium oxide), B(O)(O)O (boric acid), O[Mn]=O.O[Mn]=O.[Mn] (manganomanganic oxide). As a reaction SMILES: [O-2].[Ca+2:2].[B:3]([OH:6])([OH:5])[OH:4].[OH:7][Mn:8]=[O:9].[OH:10][Mn:11]=[O:12].[Mn:13]>O>[O-2:4].[Ca+2:2].[B:3]([OH:6])([OH:5])[OH:4].[O-2:7].[Ca+2:2].[B:3]([OH:6])([OH:5])[OH:4].[OH:12][Mn:11]=[O:10].[OH:9][Mn:8]=[O:7].[Mn:13] |f:0.1,3.4.5,7.8.9,10.11,13.14.15|. Procedure details: In a similar test evaluation following the procedure described in the example above, calcium oxide based and calcium oxide-boric acid based pigments were prepared and evaluated for inhibitor efficiency. CaO.H3BO3.2Mn3O4 may also be written CaO.1/2B2O3.2Mn3O4 since boric acid is expected to lose a mole of water during the sintering operation. 68.6 Grams of manganomanganic oxide with a mean particle size of 2 microns were mixed with 8.4 grams of calcium oxide with a 2 micron particle size using a ...